This data is from the Open Reaction Database (ORD), a public repository of structured organic reaction records. The task is: describe an organic reaction: reactants, conditions, products, and yield Reactants: COc1ccc(Cn2c(=O)n(C3COC(C)(C)OC3)c3ccc(C#N)cc32)cc1OC, C1CCOC1. The product is COc1ccc(Cn2c(=O)n(C(CO)CO)c3ccc(C#N)cc32)cc1OC. Reaction SMILES: [C:1](#[N:2])[c:3]1[cH:4][c:5]2[c:6]([n:7]([CH:22]3[CH2:23][O:24][C:25]([CH3:28])([CH3:29])[O:26][CH2:27]3)[c:8](=[O:21])[n:9]2[CH2:10][c:11]2[cH:12][c:13]([O:19][CH3:20])[c:14]([O:17][CH3:18])[cH:15][cH:16]2)[cH:30][cH:31]1.[O:32]1[CH2:33][CH2:34][CH2:35][CH2:36]1>>[C:1](#[N:2])[c:3]1[cH:4][c:5]2[c:6]([n:7]([CH:22]([CH2:23][OH:24])[CH2:27][OH:26])[c:8](=[O:21])[n:9]2[CH2:10][c:11]2[cH:12][c:13]([O:19][CH3:20])[c:14]([O:17][CH3:18])[cH:15][cH:16]2)[cH:30][cH:31]1. Reactants: O1C=CC2=C1C=CC(=C2)C(O)C=2SC(=CC2)Br (benzofuran-5-yl-(5-bromo-thiophen-2-yl)-methanol), CN1C(CCC1)=O (1-methyl-2-pyrrolidinone), Example 176, N (ammonia). Reagents/catalysts: [C-]#N.[Zn+2].[C-]#N (zinc cyanide), C=1C=CC(=CC1)[P](C=2C=CC=CC2)(C=3C=CC=CC3)[Pd]([P](C=4C=CC=CC4)(C=5C=CC=CC5)C=6C=CC=CC6)([P](C=7C=CC=CC7)(C=8C=CC=CC8)C=9C=CC=CC9)[P](C=1C=CC=CC1)(C=1C=CC=CC1)C=1C=CC=CC1 (tetrakis(triphenylphosphine)palladium). Conditions: temperature 120 celsius, time 3 hour. Yields the product O1C=CC2=C1C=CC(=C2)C(C2=CC=C(S2)C#N)O (5-(Benzofuran-5-yl-hydroxy-methyl)-thiophene-2-carbonitrile). The yield is 58.0%. As a reaction SMILES: [O:1]1[C:5]2[CH:6]=[CH:7][C:8]([CH:10]([C:12]3[S:13][C:14](Br)=[CH:15][CH:16]=3)[OH:11])=[CH:9][C:4]=2[CH:3]=[CH:2]1.N.[CH3:19][N:20]1CCCC1=O>[C-]#N.[Zn+2].[C-]#N.C1C=CC([P]([Pd]([P](C2C=CC=CC=2)(C2C=CC=CC=2)C2C=CC=CC=2)([P](C2C=CC=CC=2)(C2C=CC=CC=2)C2C=CC=CC=2)[P](C2C=CC=CC=2)(C2C=CC=CC=2)C2C=CC=CC=2)(C2C=CC=CC=2)C2C=CC=CC=2)=CC=1>[O:1]1[C:5]2[CH:6]=[CH:7][C:8]([CH:10]([OH:11])[C:12]3[S:13][C:14]([C:19]#[N:20])=[CH:15][CH:16]=3)=[CH:9][C:4]=2[CH:3]=[CH:2]1 |f:3.4.5,^1:34,36,55,74|. Procedure details: To a solution of benzofuran-5-yl-(5-bromo-thiophen-2-yl)-methanol described in Preparation Example 176 (755 mg, 2.44 mmol) in 1-methyl-2-pyrrolidinone (15 mL) were added zinc cyanide (344 mg, 2.93 mmol) and tetrakis(triphenylphosphine)palladium (282 mg, 0.244 mmol), and the mixture was stirred at 120° C. for 3 hours. The reaction mixture was cooled to room temperature, then, aqueous ammonia was added, and the solution was filtered through Celite pad. The mother liquor was extracted with ethyl ac... Reactants: CCOC(=O)CBr, CCCc1ccccc1O, [K+], [K+], O=C([O-])[O-], CN(C)C=O, O. The product is CCCc1ccccc1OCC(=O)OCC. Reaction SMILES: [Br:17][CH2:18][C:19](=[O:20])[O:21][CH2:22][CH3:23].[CH2:1]([CH2:2][CH3:3])[c:4]1[c:5]([OH:10])[cH:6][cH:7][cH:8][cH:9]1.[K+:11].[K+:12].[O-:13][C:14]([O-:15])=[O:16].[O:24]=[CH:25][N:26]([CH3:27])[CH3:28].[OH2:29]>>[CH2:1]([CH2:2][CH3:3])[c:4]1[c:5]([O:10][CH2:18][C:19](=[O:20])[O:21][CH2:22][CH3:23])[cH:6][cH:7][cH:8][cH:9]1. Reactants: COC1=C(C=C2C(=N1)CCC2)NC(OC2=CC=CC=C2)=O (Phenyl N-(2-methoxy-6,7-dihydro-5H-cyclopenta[b]pyridin-3-yl)carbamate), CC=1C=C(C=C(C1)C)N1CCNCC1 (1-(3,5-dimethylphenyl)piperazine). The product is COC1=C(C=C2C(=N1)CCC2)NC(=O)N2CCN(CC2)C2=CC(=CC(=C2)C)C (1-[N-(2-Methoxy-6,7-dihydro-5H-cyclopenta[b]pyridin-3-yl)aminocarbonyl]-4-(3,5-dimethylphenyl)piperazine). Yield: 55.0%. RXN SMILES: [CH3:1][O:2][C:3]1[N:8]=[C:7]2[CH2:9][CH2:10][CH2:11][C:6]2=[CH:5][C:4]=1[NH:12][C:13](=[O:21])OC1C=CC=CC=1.[CH3:22][C:23]1[CH:24]=[C:25]([N:30]2[CH2:35][CH2:34][NH:33][CH2:32][CH2:31]2)[CH:26]=[C:27]([CH3:29])[CH:28]=1>>[CH3:1][O:2][C:3]1[N:8]=[C:7]2[CH2:9][CH2:10][CH2:11][C:6]2=[CH:5][C:4]=1[NH:12][C:13]([N:33]1[CH2:34][CH2:35][N:30]([C:25]2[CH:26]=[C:27]([CH3:29])[CH:28]=[C:23]([CH3:22])[CH:24]=2)[CH2:31][CH2:32]1)=[O:21]. Reported procedure: Phenyl N-(2-methoxy-6,7-dihydro-5H-cyclopenta[b]pyridin-3-yl)carbamate and 1-(3,5-dimethylphenyl)piperazine were reacted by the same way with the example 1 to obtain the titled compound. Starting materials: C(C1=CC=CC=C1)OC[C@@H]1[C@H](C[C@@H](O1)N1C(=O)NC(=O)C(=C1)F)O (5'-O-benzyl-2'-deoxy-5-fluorouridine), C(C)(C)(C)OC(=O)NCC(=O)O (N-(t-butoxycarbonyl)glycine), C(C)(C)C1=C(C(=CC(=C1)C(C)C)C(C)C)S(=O)(=O)Cl (2,4,6-triisopropylbenzenesulfonyl chloride). Run in N1=CC=CC=C1 (pyridine). The product is Cl.C(C1=CC=CC=C1)OC[C@@H]1[C@H](C[C@@H](O1)N1C(=O)NC(=O)C(=C1)F)OC(CN)=O (5'-O-benzyl-2'-deoxy-5-fluoro-3'-O-glycyluridine hydrochloride). RXN SMILES: [CH2:1]([O:8][CH2:9][C@H:10]1[O:14][C@@H:13]([N:15]2[CH:22]=[C:21]([F:23])[C:19](=[O:20])[NH:18][C:16]2=[O:17])[CH2:12][C@@H:11]1[OH:24])[C:2]1[CH:7]=[CH:6][CH:5]=[CH:4][CH:3]=1.C(OC([NH:32][CH2:33][C:34](O)=[O:35])=O)(C)(C)C.C(C1C=C(C(C)C)C=C(C(C)C)C=1S([Cl:55])(=O)=O)(C)C>N1C=CC=CC=1>[ClH:55].[CH2:1]([O:8][CH2:9][C@H:10]1[O:14][C@@H:13]([N:15]2[CH:22]=[C:21]([F:23])[C:19](=[O:20])[NH:18][C:16]2=[O:17])[CH2:12][C@@H:11]1[O:24][C:34](=[O:35])[CH2:33][NH2:32])[C:2]1[CH:7]=[CH:6][CH:5]=[CH:4][CH:3]=1 |f:4.5|. Reported procedure: To a solution of 1.00 g of 5'-O-benzyl-2'-deoxy-5-fluorouridine in 30 ml of anhydrous pyridine were added 0.78 g of N-(t-butoxycarbonyl)glycine and 1.80 g of 2,4,6-triisopropylbenzenesulfonyl chloride, and the mixture was subjected to reaction at room temperature overnight. Starting materials: FC(C(=O)O)(F)F (Trifluoroacetic acid), C(C)(C)(C)OC(NC=1OCC([C@@](N1)(C)[C@@H]1[C@H](C1)C(NC=1C=CC=C2C=C(C=NC12)Cl)=O)(F)F)=O ({(R)-4-[(1S,2S)-rel-2-(3-chloro-quinolin-8-ylcarbamoyl)-cyclopropyl]-5,5-difluoro-4-methyl-5,6-dihydro-4H-[1,3]oxazin-2-yl}-carbamic acid tert-butyl ester), FC(C(=O)O)(F)F (trifluoroacetic acid). Run in ClCCl (dichloromethane). Product: ClC=1C=NC2=C(C=CC=C2C1)NC(=O)[C@@H]1[C@H](C1)[C@]1(N=C(OCC1(F)F)N)C ((1S,2S)-rel-2-((R)-2-amino-5,5-difluoro-4-methyl-5,6-dihydro-4H-[1,3]oxazin-4-yl)-cyclopropanecarboxylic acid (3-chloro-quinolin-8-yl)-amide). The yield is 98.7%. RXN SMILES: C(OC(=O)[NH:7][C:8]1[O:9][CH2:10][C:11]([F:33])([F:32])[C@:12]([C@H:15]2[CH2:17][C@@H:16]2[C:18](=[O:31])[NH:19][C:20]2[CH:21]=[CH:22][CH:23]=[C:24]3[C:29]=2[N:28]=[CH:27][C:26]([Cl:30])=[CH:25]3)([CH3:14])[N:13]=1)(C)(C)C.FC(F)(F)C(O)=O>ClCCl>[Cl:30][C:26]1[CH:27]=[N:28][C:29]2[C:24]([CH:25]=1)=[CH:23][CH:22]=[CH:21][C:20]=2[NH:19][C:18]([C@H:16]1[CH2:17][C@@H:15]1[C@:12]1([CH3:14])[C:11]([F:32])([F:33])[CH2:10][O:9][C:8]([NH2:7])=[N:13]1)=[O:31]. Procedure: A solution of {(R)-4-[(1S,2S)-rel-2-(3-chloro-quinolin-8-ylcarbamoyl)-cyclopropyl]-5,5-difluoro-4-methyl-5,6-dihydro-4H-[1,3]oxazin-2-yl}-carbamic acid tert-butyl ester (4.7 mg, 9.5 μmol) (intermediate J8.2) in dichloromethane (47 μl) was cooled to 0° C. Trifluoroacetic acid (11.0 mg, 7.4 μl, 95.0 μmol) was added and the solution was left to warm to room temperature. After 7 hours trifluoroacetic acid (33.1 mg, 22.3 μl, 285 μmol) was added again and the mixture stirred at room temperature for an... Reactants: C(C)P(OCCCC)(=O)CC(CO)C (butyl ethyl(2-methyl-3-hydroxypropyl)phosphinate), O (water). The solvent is C(CCC)O.O (butanol water). Reaction conditions: time 4 hour. The product is C(C)P(O)(=O)CC(CO)C (ethyl(2-methyl-3-hydroxypropyl)phosphinic acid). Yield: 99.0%. RXN SMILES: [CH2:1]([P:3]([CH2:10][CH:11]([CH3:14])[CH2:12][OH:13])(=[O:9])[O:4]CCCC)[CH3:2].O>C(O)CCC.O>[CH2:1]([P:3]([CH2:10][CH:11]([CH3:14])[CH2:12][OH:13])(=[O:4])[OH:9])[CH3:2] |f:2.3|. Reported procedure: 444 g (2 mol) of butyl ethyl(2-methyl-3-hydroxypropyl)phosphinate (produced as in Example 13) are initially charged to a 1 l five-neck flask equipped with thermometer, reflux condenser, high-performance stirrer and dropping funnel. At 160° C., during 4 h, 500 ml of water are metered in and a butanol-water mixture is distilled off. The solid residue is recrystallized from acetone to obtain 329 g (99% of theory) of ethyl(2-methyl-3-hydroxypropyl)phosphinic acid as oil. Starting materials: C=Cc1cccc2c1CN(Cc1ccccc1)C2, CC(Cl)OC(=O)Cl, ClCCCl. Product: C=Cc1cccc2c1CNC2. Reaction SMILES: [CH2:1]([c:2]1[cH:3][cH:4][cH:5][cH:6][cH:7]1)[N:8]1[CH2:9][c:10]2[cH:11][cH:12][cH:13][c:14]([CH:17]=[CH2:18])[c:15]2[CH2:16]1.[Cl:19][C:20]([O:21][CH:22]([Cl:23])[CH3:24])=[O:25].[Cl:26][CH2:27][CH2:28][Cl:29]>>[NH:8]1[CH2:9][c:10]2[cH:11][cH:12][cH:13][c:14]([CH:17]=[CH2:18])[c:15]2[CH2:16]1.